This data is from the Open Reaction Database (ORD), a public repository of structured organic reaction records. The task is: describe an organic reaction: reactants, conditions, products, and yield The reactants are OO (hydrogen peroxide), aqueous solution, [OH-].[Na+] (sodium hydroxide), CO[C@H]1O[C@H]([C@H]2[C@@H]1C[C@H]1CCCC[C@@H]1C2=C)C ((1S,3S,3aS,4aS,8aR,9aS)-1-methoxy-3-methyl-4-methylene-dodecahydronaphtho[2,3-c]furan), O (water). Run in O1CCCC1 (tetrahydrofuran), C(C)(=O)OCC (ethyl acetate). Conditions: time 4.5 hour. The product is OC[C@@H]1[C@H]2CCCC[C@@H]2C[C@@H]2[C@H](O[C@H]([C@@H]21)C)OC ((1S,3S,3aR,4R,4aS,8aR,9aS)-4-hydroxymethyl-1-methoxy-3-methyl-dodecahydronaphtho[2,3-c]furan), OC[C@H]1[C@H]2CCCC[C@@H]2C[C@@H]2[C@H](O[C@H]([C@@H]21)C)OC ((1S,3S,3aR,4S,4aS,8aR,9aS)-4-hydroxymethyl-1-methoxy-3-methyl-dodecahydronaphtho[2,3-c]furan). Yield: 11.0%. Reaction SMILES: [CH3:1][O:2][C@@H:3]1[C@H:7]2[CH2:8][C@@H:9]3[C@@H:14]([C:15](=[CH2:16])[C@H:6]2[C@H:5]([CH3:17])[O:4]1)[CH2:13][CH2:12][CH2:11][CH2:10]3.[OH2:18].OO.[OH-].[Na+]>O1CCCC1.C(OCC)(=O)C>[OH:18][CH2:16][C@H:15]1[C@@H:6]2[C@@H:7]([C@@H:3]([O:2][CH3:1])[O:4][C@H:5]2[CH3:17])[CH2:8][C@@H:9]2[C@@H:14]1[CH2:13][CH2:12][CH2:11][CH2:10]2.[OH:18][CH2:16][C@@H:15]1[C@@H:6]2[C@@H:7]([C@@H:3]([O:2][CH3:1])[O:4][C@H:5]2[CH3:17])[CH2:8][C@@H:9]2[C@@H:14]1[CH2:13][CH2:12][CH2:11][CH2:10]2 |f:3.4|. Procedure details: To 99.8 mg(0.42 mmol) of (1S,3S,3aS,4aS,8aR,9aS)-1-methoxy-3-methyl-4-methylene-dodecahydronaphtho[2,3-c]furan in 10 ml of dehydrated tetrahydrofuran solution were added dropwise 633.4 μl (1.5 equivalents) of borane-tetrahydrofuran complex(1M) under cooling with ice and under an atmosphere of argon, and the mixture was stirred for 4.5 hours while raising temperature naturally. The reaction mixture was cooled with ice and 1 ml of water was added to stop the reaction. Then, 0.50 ml of 30% aqueous ... Starting materials: C(C1=CC=CC=C1)N1N=CC(=C1)B(O)O (1-benzyl-1H-pyrazole-4-boronic acid), BrC=1C=C(N)C=CC1 (3-bromoaniline), C(=O)([O-])[O-].[Na+].[Na+] (Na2CO3). The reagents and catalysts are C=1C=CC(=CC1)[P](C=2C=CC=CC2)(C=3C=CC=CC3)[Pd]([P](C=4C=CC=CC4)(C=5C=CC=CC5)C=6C=CC=CC6)([P](C=7C=CC=CC7)(C=8C=CC=CC8)C=9C=CC=CC9)[P](C=1C=CC=CC1)(C=1C=CC=CC1)C=1C=CC=CC1 (Pd(PPh3)4). Run in COCCOC (DME). The product is C(C1=CC=CC=C1)N1N=CC(=C1)C=1C=C(C=CC1)N (3-(1-benzyl-1H-pyrazol-4-yl)-phenylamine). The yield is 94.0%. Reaction SMILES: [CH2:1]([N:8]1[CH:12]=[C:11](B(O)O)[CH:10]=[N:9]1)[C:2]1[CH:7]=[CH:6][CH:5]=[CH:4][CH:3]=1.Br[C:17]1[CH:18]=[C:19]([CH:21]=[CH:22][CH:23]=1)[NH2:20].C([O-])([O-])=O.[Na+].[Na+]>COCCOC.C1C=CC([P]([Pd]([P](C2C=CC=CC=2)(C2C=CC=CC=2)C2C=CC=CC=2)([P](C2C=CC=CC=2)(C2C=CC=CC=2)C2C=CC=CC=2)[P](C2C=CC=CC=2)(C2C=CC=CC=2)C2C=CC=CC=2)(C2C=CC=CC=2)C2C=CC=CC=2)=CC=1>[CH2:1]([N:8]1[CH:12]=[C:11]([C:17]2[CH:18]=[C:19]([NH2:20])[CH:21]=[CH:22][CH:23]=2)[CH:10]=[N:9]1)[C:2]1[CH:7]=[CH:6][CH:5]=[CH:4][CH:3]=1 |f:2.3.4,^1:39,41,60,79|. Procedure: 1-benzyl-1H-pyrazole-4-boronic acid (0.176 g, 0.872 mmol) and 3-bromoaniline (0.063 mL, 0.581 mmol) were combined in DME (3 mL) in a flame-dried, round-bottom flask. Na2CO3 (2M, 0.610 mL, 1.22 mmol) and Pd(PPh3)4 (0.02 g, 0.017 mmol) were added to the stirred solution. The reaction was refluxed overnight under argon flow, and subsequently cooled to room temperature. The solvent was removed under vacuum and the resulting residue was resuspended in CH2Cl2. The organic phase was dried over MgSO4, f... Reactants: FC(C1=C(C(=O)C2=C(C=CC=C2)C(F)(F)F)C=CC=C1)(F)F (2,2'-bis(trifluoromethyl)benzophenone), C(C)(C)NC(C)C (diisopropylamine), C(CCC)[Li] (n-butyl lithium). Run in O1CCCC1 (tetrahydrofurane), O1CCCC1 (tetrahydrofurane), CCCCCC (hexane). Conditions: temperature -78 celsius, time 10 minute. Product: OC(CC#N)(C1=C(C=CC=C1)C(F)(F)F)C1=C(C=CC=C1)C(F)(F)F (3-hydroxy-3,3-bis[2-(trifluoromethyl)phenyl]-propanenitrile). As a reaction SMILES: [CH:1]([NH:4]C(C)C)(C)[CH3:2].C([Li])CCC.[F:13][C:14]([F:34])([F:33])[C:15]1[CH:32]=[CH:31][CH:30]=[CH:29][C:16]=1[C:17]([C:19]1[CH:24]=[CH:23][CH:22]=[CH:21][C:20]=1[C:25]([F:28])([F:27])[F:26])=[O:18]>O1CCCC1.CCCCCC>[OH:18][C:17]([C:19]1[CH:24]=[CH:23][CH:22]=[CH:21][C:20]=1[C:25]([F:26])([F:27])[F:28])([C:16]1[CH:29]=[CH:30][CH:31]=[CH:32][C:15]=1[C:14]([F:33])([F:34])[F:13])[CH2:2][C:1]#[N:4]. Procedure details: A stirred solution of diisopropylamine (4.02 mL) in dry tetrahydrofurane (30 mL) under argon was treated dropwise with 1.6M n-butyl lithium in hexane (18 mL). The reaction was kept at -5° C. during the addition and for 15 minutes thereafter, then it was cooled to -78° C. and a solution of 2,2'-bis(trifluoromethyl)benzophenone (8.0 g) in tetrahydrofurane was added at such a rate that the reaction temperature did not exceed -65° C. The mixture was stirred at -78° C. for 10 minutes, then it was all...